This data is from the Open Reaction Database (ORD), a public repository of structured organic reaction records. The task is: describe an organic reaction: reactants, conditions, products, and yield Reactants: P(=O)(Cl)(Cl)Cl (Phosphorus oxychloride), CN(C=O)C (dimethylformamide), ClC1=C(CN2C(=CC=3N(C(N(C(C32)=O)C)=O)C)N3C[C@@H](CCC3)NC(OC(C)(C)C)=O)C=CC=C1 (tert-butyl {(3R)-1-[5-(2-chlorobenzyl)-1,3-dimethyl-2,4-dioxo-2,3,4,5-tetrahydro-1H-pyrrolo[3,2-d]pyrimidin-6-yl]piperidin-3-yl}carbamate), CN(C=O)C (N,N-dimethylformamide), O (Water). Run at time 5 minute. The product is ClC1=C(CN2C(=C(C=3N(C(N(C(C32)=O)C)=O)C)C=O)N3C[C@@H](CCC3)NC(OC(C)(C)C)=O)C=CC=C1 (tert-Butyl {(3R)-1-[5-(2-chlorobenzyl)-7-formyl-1,3-dimethyl-2,4-dioxo-2,3,4,5-tetrahydro-1H-pyrrolo[3,2-d]pyrimidin-6-yl]piperidin-3-yl}carbamate). Reaction SMILES: P(Cl)(Cl)(Cl)=O.[Cl:6][C:7]1[CH:40]=[CH:39][CH:38]=[CH:37][C:8]=1[CH2:9][N:10]1[C:18]2[C:17](=[O:19])[N:16]([CH3:20])[C:15](=[O:21])[N:14]([CH3:22])[C:13]=2[CH:12]=[C:11]1[N:23]1[CH2:28][CH2:27][CH2:26][C@@H:25]([NH:29][C:30](=[O:36])[O:31][C:32]([CH3:35])([CH3:34])[CH3:33])[CH2:24]1.O.CN(C)[CH:44]=[O:45]>>[Cl:6][C:7]1[CH:40]=[CH:39][CH:38]=[CH:37][C:8]=1[CH2:9][N:10]1[C:18]2[C:17](=[O:19])[N:16]([CH3:20])[C:15](=[O:21])[N:14]([CH3:22])[C:13]=2[C:12]([CH:44]=[O:45])=[C:11]1[N:23]1[CH2:28][CH2:27][CH2:26][C@@H:25]([NH:29][C:30](=[O:36])[O:31][C:32]([CH3:34])([CH3:35])[CH3:33])[CH2:24]1. Procedure details: Phosphorus oxychloride (551 μl) was added to dimethylformamide (10 ml) at room temperature and stirred for 5 minutes. A solution of tert-butyl {(3R)-1-[5-(2-chlorobenzyl)-1,3-dimethyl-2,4-dioxo-2,3,4,5-tetrahydro-1H-pyrrolo[3,2-d]pyrimidin-6-yl]piperidin-3-yl}carbamate (502 mg) in N,N-dimethylformamide (1 ml) was added to the reaction solution, and the resulting mixture was stirred at room temperature for 3 hours. Water was added to the reaction solution, followed by extraction with ethyl acetat... The reactants are ice, O (water), C(CCC)C1(C(C2=C(C(=C(C=C2C1)O)Cl)Cl)=O)C1CCCC1 (Racemic 2-butyl-6,7-dichloro-2-cyclopentyl-2,3-dihydro-5-hydroxy-1H-inden-1-one), C(=O)([O-])[O-].[K+].[K+] (K2CO3), FC(S(=O)(=O)Cl)(F)F (trifluoromethanesulfonyl chloride). Run in CN(C=O)C (dimethylformamide). Run at time 30 minute. Yields the product C(CCC)C1(C(C2=C(C(=C(C=C2C1)OS(=O)(=O)C(F)(F)F)Cl)Cl)=O)C1CCCC1 ((2-Butyl-6,7-dichloro-2-cyclopentyl-2,3-dihydro-1-oxo-1H-inden-5-yl)trifluoromethanesulfonate). Reaction SMILES: [CH2:1]([C:5]1([CH:18]2[CH2:22][CH2:21][CH2:20][CH2:19]2)[CH2:13][C:12]2[C:7](=[C:8]([Cl:16])[C:9]([Cl:15])=[C:10]([OH:14])[CH:11]=2)[C:6]1=[O:17])[CH2:2][CH2:3][CH3:4].C([O-])([O-])=O.[K+].[K+].[F:29][C:30]([F:36])([F:35])[S:31](Cl)(=[O:33])=[O:32].O>CN(C)C=O>[CH2:1]([C:5]1([CH:18]2[CH2:22][CH2:21][CH2:20][CH2:19]2)[CH2:13][C:12]2[C:7](=[C:8]([Cl:16])[C:9]([Cl:15])=[C:10]([O:14][S:31]([C:30]([F:36])([F:35])[F:29])(=[O:33])=[O:32])[CH:11]=2)[C:6]1=[O:17])[CH2:2][CH2:3][CH3:4] |f:1.2.3|. Reported procedure: Racemic 2-butyl-6,7-dichloro-2-cyclopentyl-2,3-dihydro-5-hydroxy-1H-inden-1-one (34.1 g, 0.1M) was stirred in dimethylformamide (100 ml) with K2CO3 (41.5 g, 0.3M) at 25° for 20 minutes. The mixture was cooled to 15°, and trifluoromethanesulfonyl chloride (19.4 g, 0.115M) was added at 15°-20° over 20 minutes. The mixture was then stirred at 25° for 30 minutes and poured into a liter of ice and water. The oil was extracted with diethyl ether (4×125 ml) and the combined organic extracts were thorou... The reactants are [Cl-], CC(=O)COc1c(Cl)cc(OCC=C(Cl)Cl)cc1Cl, Cl, NOCCCOc1ccc(C(F)(F)F)cn1, c1ccncc1, c1cc[nH+]cc1. Product: CC(COc1c(Cl)cc(OCC=C(Cl)Cl)cc1Cl)=NOCCCOc1ccc(C(F)(F)F)cn1. As a reaction SMILES: [Cl-:36].[Cl:1][c:2]1[c:3]([O:4][CH2:5][C:6]([CH3:7])=[O:8])[c:9]([Cl:19])[cH:10][c:11]([O:13][CH2:14][CH:15]=[C:16]([Cl:17])[Cl:18])[cH:12]1.[ClH:43].[F:20][C:21]([c:22]1[cH:23][cH:24][c:25]([O:28][CH2:29][CH2:30][CH2:31][O:32][NH2:33])[n:26][cH:27]1)([F:34])[F:35].[cH:44]1[cH:45][cH:46][n:47][cH:48][cH:49]1.[nH+:37]1[cH:38][cH:39][cH:40][cH:41][cH:42]1>>[Cl:1][c:2]1[c:3]([O:4][CH2:5][C:6]([CH3:7])=[N:33][O:32][CH2:31][CH2:30][CH2:29][O:28][c:25]2[cH:24][cH:23][c:22]([C:21]([F:20])([F:34])[F:35])[cH:27][n:26]2)[c:9]([Cl:19])[cH:10][c:11]([O:13][CH2:14][CH:15]=[C:16]([Cl:17])[Cl:18])[cH:12]1. The reactants are OCCC[C@@]1(CCN(C(O1)=O)[C@@H](C)C1=CC=C(C=C1)B1OC(C(O1)(C)C)(C)C)C1=CC=CC=C1 ((R)-6-(3-hydroxypropyl)-6-phenyl-3-((S)-1-(4-(4,4,5,5-tetramethyl-1,3,2-dioxaborolan-2-yl)phenyl)ethyl)-1,3-oxazinan-2-one), BrC1=CC(=[N+](C(=C1)C)[O-])C (4-bromo-2,6-dimethylpyridine-N-oxide). Yields the product OCCC[C@@]1(CCN(C(O1)=O)[C@@H](C)C1=CC=C(C=C1)C1=CC(=[N+](C(=C1)C)[O-])C)C1=CC=CC=C1 (4-(4-((S)-1-((R)-6-(3-hydroxypropyl)-2-oxo-6-phenyl-1,3-oxazinan-3-yl)ethyl)phenyl)-2,6-dimethylpyridine 1-oxide). Reaction SMILES: [OH:1][CH2:2][CH2:3][CH2:4][C@@:5]1([C:29]2[CH:34]=[CH:33][CH:32]=[CH:31][CH:30]=2)[O:10][C:9](=[O:11])[N:8]([C@H:12]([C:14]2[CH:19]=[CH:18][C:17](B3OC(C)(C)C(C)(C)O3)=[CH:16][CH:15]=2)[CH3:13])[CH2:7][CH2:6]1.Br[C:36]1[CH:41]=[C:40]([CH3:42])[N+:39]([O-:43])=[C:38]([CH3:44])[CH:37]=1>>[OH:1][CH2:2][CH2:3][CH2:4][C@@:5]1([C:29]2[CH:34]=[CH:33][CH:32]=[CH:31][CH:30]=2)[O:10][C:9](=[O:11])[N:8]([C@H:12]([C:14]2[CH:15]=[CH:16][C:17]([C:36]3[CH:41]=[C:40]([CH3:42])[N+:39]([O-:43])=[C:38]([CH3:44])[CH:37]=3)=[CH:18][CH:19]=2)[CH3:13])[CH2:7][CH2:6]1. Procedure details: The title compound was prepared from (R)-6-(3-hydroxypropyl)-6-phenyl-3-((S)-1-(4-(4,4,5,5-tetramethyl-1,3,2-dioxaborolan-2-yl)phenyl)ethyl)-1,3-oxazinan-2-one and 4-bromo-2,6-dimethylpyridine-N-oxide following a procedure analogous to that described in Example 1 Step 2. LC-MS Method 2 tR=1.086, m/z=461.1; 1H NMR (CDCl3) 1.34 (m, 1H), 1.50 (d, 3H), 1.61-1.72 (m, 2H), 1.88-2.00 (m, 2H), 2.18 (m, 1H), 2.22-2.34 (m, 2H), 2.62 (s, 6H), 2.88 (m, 1H), 3.51 (t, 2H), 5.65 (m, 1H), 6.93 (d, 2H), 7.21 (m,... Reactants: COCCO, CC(C)Nc1cccc2c1C(=O)c1c(cccc1[N+](=O)[O-])C2=O, [K+], [OH-], O. Product: COCCOc1cccc2c1C(=O)c1c(NC(C)C)cccc1C2=O. As a reaction SMILES: [CH3:24][O:25][CH2:26][CH2:27][OH:28].[CH:1]([CH3:2])([CH3:3])[NH:4][c:5]1[cH:6][cH:7][cH:8][c:9]2[c:18]1[C:17](=[O:19])[c:16]1[c:11]([cH:12][cH:13][cH:14][c:15]1[N+:20]([O-:21])=[O:22])[C:10]2=[O:23].[K+:30].[OH-:29].[OH2:31]>>[CH:1]([CH3:2])([CH3:3])[NH:4][c:5]1[cH:6][cH:7][cH:8][c:9]2[c:18]1[C:17](=[O:19])[c:16]1[c:11]([cH:12][cH:13][cH:14][c:15]1[O:28][CH2:27][CH2:26][O:25][CH3:24])[C:10]2=[O:23].